From a dataset of the Open Reaction Database (ORD), a public repository of structured organic reaction records. describe an organic reaction: reactants, conditions, products, and yield Starting materials: COc1cc2c(cc1C=O)C(C)(C)CCC2(C)C, [Cl-], Cl, [NH3+]O, c1ccncc1. Yields the product COc1cc2c(cc1C=NO)C(C)(C)CCC2(C)C. Reaction SMILES: [CH3:1][O:2][c:3]1[c:4]([CH:17]=[O:18])[cH:5][c:6]2[c:11]([cH:12]1)[C:10]([CH3:13])([CH3:14])[CH2:9][CH2:8][C:7]2([CH3:15])[CH3:16].[Cl-:19].[ClH:22].[OH:20][NH3+:21].[cH:23]1[cH:24][cH:25][n:26][cH:27][cH:28]1>>[CH3:1][O:2][c:3]1[c:4]([CH:17]=[N:21][OH:20])[cH:5][c:6]2[c:11]([cH:12]1)[C:10]([CH3:13])([CH3:14])[CH2:9][CH2:8][C:7]2([CH3:15])[CH3:16].